From a dataset of the Open Reaction Database (ORD), a public repository of structured organic reaction records. describe an organic reaction: reactants, conditions, products, and yield Reactants: C1=CC=CC=2C(C3=C(C=CC21)C=CC=C3)=C3CCN(CC3)C (4-(5H-dibenzo[a,d]cyclohepten-5-ylidene)-1-methylpiperidine), C(OCC)(=O)Cl (ethyl chlorocarbonate). Solvent: C1(=CC=CC=C1)C (toluene). Product: C1=CC=CC=2C(C3=C(C=CC21)C=CC=C3)=C3CCN(CC3)C(=O)OCC (Ethyl 4-(5H-dibenzo[a,d]cyclohepten-5-ylidene)-1-piperidinecarboxylate). Isolated yield 94.3%. As a reaction SMILES: [CH:1]1[C:11]2[CH:10]=[CH:9][C:8]3[CH:12]=[CH:13][CH:14]=[CH:15][C:7]=3[C:6](=[C:16]3[CH2:21][CH2:20][N:19](C)[CH2:18][CH2:17]3)[C:5]=2[CH:4]=[CH:3][CH:2]=1.[C:23](Cl)(=[O:27])[O:24][CH2:25][CH3:26]>C1(C)C=CC=CC=1>[CH:1]1[C:11]2[CH:10]=[CH:9][C:8]3[CH:12]=[CH:13][CH:14]=[CH:15][C:7]=3[C:6](=[C:16]3[CH2:17][CH2:18][N:19]([C:23]([O:24][CH2:25][CH3:26])=[O:27])[CH2:20][CH2:21]3)[C:5]=2[CH:4]=[CH:3][CH:2]=1. Procedure: A mixture of 33.0 g of 4-(5H-dibenzo[a,d]cyclohepten-5-ylidene)-1-methylpiperidine, 74.9 g of ethyl chlorocarbonate and 170 ml of toluene was refluxed for 3.5 hrs. After cooling, the reaction mixture was washed with hydrochloric acid and water, and then dried and concentrated. The residue was solidified by treatment with n-hexane to give 37.4 g of pale yellow crystals, which were recrystallized from ethanol to give slightly yellow needles, mp 123°-124° C. Starting materials: CN(C)c1cccc(C(=O)Nc2cccc(-c3nc4nc(CN5CCN(C(=O)OC(C)(C)C)CC5)ccc4o3)c2)c1, ClCCl, O=C(O)C(F)(F)F. Product: O=C(O)C(F)(F)F, CN(C)c1cccc(C(=O)Nc2cccc(-c3nc4nc(CN5CCNCC5)ccc4o3)c2)c1. Reaction SMILES: [C:1]([O:2][C:3](=[O:4])[N:8]1[CH2:9][CH2:10][N:11]([CH2:14][c:15]2[cH:16][cH:17][c:18]3[c:19]([n:20]2)[n:21][c:22](-[c:24]2[cH:25][c:26]([NH:30][C:31]([c:32]4[cH:33][c:34]([N:38]([CH3:39])[CH3:40])[cH:35][cH:36][cH:37]4)=[O:41])[cH:27][cH:28][cH:29]2)[o:23]3)[CH2:12][CH2:13]1)([CH3:5])([CH3:6])[CH3:7].[Cl:49][CH2:50][Cl:51].[F:42][C:43]([C:44](=[O:45])[OH:46])([F:47])[F:48]>>[F:42][C:43]([C:44](=[O:45])[OH:46])([F:47])[F:48].[NH:8]1[CH2:9][CH2:10][N:11]([CH2:14][c:15]2[cH:16][cH:17][c:18]3[c:19]([n:20]2)[n:21][c:22](-[c:24]2[cH:25][c:26]([NH:30][C:31]([c:32]4[cH:33][c:34]([N:38]([CH3:39])[CH3:40])[cH:35][cH:36][cH:37]4)=[O:41])[cH:27][cH:28][cH:29]2)[o:23]3)[CH2:12][CH2:13]1. Starting materials: ClC=1C(=C(C(=O)N2N=NC3=C2C=CC=C3)C=C(C1)Cl)O (N-(3,5-Dichloro-2-hydroxybenzoyl)benzotriazole), C1(CC1)[Mg]Br (cyclopropylmagnesium bromide). Solvent: C1CCOC1 (THF). Conditions: temperature -30 celsius, time 30 minute. The product is C1(CC1)C(=O)C1=C(C(=CC(=C1)Cl)Cl)O (cyclopropyl-(3,5-dichloro-2-hydroxyphenyl)-methanone). As a reaction SMILES: [Cl:1][C:2]1[C:3]([OH:20])=[C:4]([CH:16]=[C:17]([Cl:19])[CH:18]=1)[C:5](N1C2C=CC=CC=2N=N1)=[O:6].[CH:21]1([Mg]Br)[CH2:23][CH2:22]1>C1COCC1>[CH:21]1([C:5]([C:4]2[CH:16]=[C:17]([Cl:19])[CH:18]=[C:2]([Cl:1])[C:3]=2[OH:20])=[O:6])[CH2:23][CH2:22]1. Reported procedure: N-(3,5-Dichloro-2-hydroxybenzoyl)benzotriazole (prepared according to Katritizky et al., Synthesis 2007, 20, 3141-3146, which is expressly incorporated by reference herein; 2.0 g, 6.5 mmol) was stirred in dry THF (25 mL), cooled to −30° C., treated in portions with cyclopropylmagnesium bromide (0.5 M in THF; 28 mL, 14 mmol) and stirred at −30° C. for 30 min. The cooling bath was removed and the mixture was allowed to warm to 25° C. and stir for 3 h. The reaction was quenched by addition of 10 mL... Reactants: C(C)(C)[Si](N1C=CC2=CC=C(C=C12)S(=O)(=O)Cl)(C(C)C)C(C)C (1-(triisopropylsilyl)-1H-indole-6-sulfonyl chloride), C1CC(=O)N(C1=O)Br (n-Bromosuccinimide). Solvent: C(Cl)Cl (DCM). Reaction conditions: time 8 hour. Yields the product BrC1=CN(C2=CC(=CC=C12)S(=O)(=O)Cl)[Si](C(C)C)(C(C)C)C(C)C (3-bromo-1-(triisopropylsilyl)-1H-indole-6-sulfonyl chloride). Isolated yield 74.8%. Reaction SMILES: [CH:1]([Si:4]([CH:21]([CH3:23])[CH3:22])([CH:18]([CH3:20])[CH3:19])[N:5]1[C:13]2[C:8](=[CH:9][CH:10]=[C:11]([S:14]([Cl:17])(=[O:16])=[O:15])[CH:12]=2)[CH:7]=[CH:6]1)([CH3:3])[CH3:2].C1C(=O)N([Br:31])C(=O)C1>C(Cl)Cl>[Br:31][C:7]1[C:8]2[C:13](=[CH:12][C:11]([S:14]([Cl:17])(=[O:15])=[O:16])=[CH:10][CH:9]=2)[N:5]([Si:4]([CH:1]([CH3:3])[CH3:2])([CH:18]([CH3:20])[CH3:19])[CH:21]([CH3:23])[CH3:22])[CH:6]=1. Procedure: A 250-mL round-bottom flask was charged with 1-(triisopropylsilyl)-1H-indole-6-sulfonyl chloride (4.2 g, 11.29 mmol) and DCM (57 ml) to give a clear, maroon solution. n-Bromosuccinimide (2.210 g, 12.42 mmol) was added in one portion, and the resulting mixture was stirred overnight. Silica gel (10.6 g) was added, and the mixture was concentrated. The impregnated silica gel was eluted onto a silica gel column with 0 to 20% EtOAc/Heptane to give to give 3-bromo-1-(triisopropylsilyl)-1H-indole-6-sul... Reactants: C(#N)C1=C(N(CCCCCC)CCCCCC)C=CC(=C1)[N+](=O)[O-] (2-cyano-N,N-dihexyl-4-nitroaniline). The reagents and catalysts are [Pd] (Pd/C). The solvent is CO (MeOH). Run at time 8 hour. Yields the product C(#N)C1=C(C=CC(=C1)N)N(CCCCCC)CCCCCC (2-cyano-N1,N1-dihexylbenzene-1,4-diamine). Isolated yield 59.0%. Reaction SMILES: [C:1]([C:3]1[CH:21]=[C:20]([N+:22]([O-])=O)[CH:19]=[CH:18][C:4]=1[N:5]([CH2:12][CH2:13][CH2:14][CH2:15][CH2:16][CH3:17])[CH2:6][CH2:7][CH2:8][CH2:9][CH2:10][CH3:11])#[N:2]>CO.[Pd]>[C:1]([C:3]1[CH:21]=[C:20]([NH2:22])[CH:19]=[CH:18][C:4]=1[N:5]([CH2:12][CH2:13][CH2:14][CH2:15][CH2:16][CH3:17])[CH2:6][CH2:7][CH2:8][CH2:9][CH2:10][CH3:11])#[N:2]. Procedure: A mixture of 2-cyano-N,N-dihexyl-4-nitroaniline (2.89 g, 8.72 mmol) and Pd/C (0.30 g) in MeOH (30 mL) under H2 was stirred at rt overnight. The mixture was filtered, and the filtrate was concentrated in vacuo. The residue was purified by a silica gel column chromatography (PE/EtOAc (V/V)=5:1) to give the title compound as colorless oil (1.55 g, 59%). The reactants are OC1=CC=C(C2=C1C(=C(O2)C(=O)OCC)C)C(C)=O (Ethyl 4-hydroxy-7-acetyl-3-methylbenzofuran-2-carboxylate), C(C)(=O)C=1C=CC2=C(C(=C(O2)C(=O)OCC)C)C1O (Ethyl 5-acetyl-4-hydroxy-3-methylbenzofuran-2-carboxylate). Yields the product C(C)OC(=O)C=1OC2=C(C1C)C(=CC=C2OC(C)=O)O (Ethyl-7-acetoxy-4-hydroxy-3-methylbenzofuran-2-carboxylate). RXN SMILES: [OH:1][C:2]1[C:7]2[C:8]([CH3:16])=[C:9]([C:11]([O:13][CH2:14][CH3:15])=[O:12])[O:10][C:6]=2[C:5](C(=O)C)=[CH:4][CH:3]=1.C(C1C=CC2O[C:29]([C:31]([O:33]CC)=[O:32])=C(C)C=2C=1O)(=O)C>>[CH2:14]([O:13][C:11]([C:9]1[O:10][C:6]2[C:5]([O:33][C:31](=[O:32])[CH3:29])=[CH:4][CH:3]=[C:2]([OH:1])[C:7]=2[C:8]=1[CH3:16])=[O:12])[CH3:15]. Reported procedure: Following the procedure of Example 156 but substituting Ethyl 4-hydroxy-7-acetyl-3-methylbenzofuran-2-carboxylate for the compound of Example 155. There is obtained the intermediate Ethyl-7-acetoxy-4-hydroxy-3-methylbenzofuran-2-carboxylate which is hydrolyzed in an aqueous acetic acid solution of hydrochloric acid (6 hours, 100° C.) to give the title compound. Reactants: NC1=C(C=C(C=C1)N1CCN(CC1)C(C)=O)OC (1-(4-(4-amino-3-methoxyphenyl)piperazin-1-yl)ethanone), C(C)(C)N(CC)C(C)C (diisopropylethylamine), CC1=CC(N(C=2N=C(N=CC21)S(=O)C)C=2C=C(C=CC2)NC(C=C)=O)=O (N-(3-(5-methyl-2-(methylsulfinyl)-7-oxopyrido[2,3-d]pyrimidin-8(7H)-yl)phenyl)acrylamide). Run in C(C)(C)(C)O (tert-butanol), O1CCOCC1 (dioxane). Run at temperature 110 celsius, time 10 minute. Product: C(C)(=O)N1CCN(CC1)C1=CC(=C(C=C1)NC=1N=CC2=C(N1)N(C(C=C2C)=O)C=2C=C(C=CC2)NC(C=C)=O)OC (N-(3-(2-((4-(4-acetylpiperazin-1-yl)-2-methoxyphenyl)amino)-5-methyl-7-oxopyrido[2,3-d]pyrimidin-8(7H)-yl)phenyl)acrylamide). The yield is 34.7%. RXN SMILES: [NH2:1][C:2]1[CH:7]=[CH:6][C:5]([N:8]2[CH2:13][CH2:12][N:11]([C:14](=[O:16])[CH3:15])[CH2:10][CH2:9]2)=[CH:4][C:3]=1[O:17][CH3:18].C(N(C(C)C)CC)(C)C.[CH3:28][C:29]1[C:38]2[CH:37]=[N:36][C:35](S(C)=O)=[N:34][C:33]=2[N:32]([C:42]2[CH:43]=[C:44]([NH:48][C:49](=[O:52])[CH:50]=[CH2:51])[CH:45]=[CH:46][CH:47]=2)[C:31](=[O:53])[CH:30]=1>C(O)(C)(C)C.O1CCOCC1>[C:14]([N:11]1[CH2:12][CH2:13][N:8]([C:5]2[CH:6]=[CH:7][C:2]([NH:1][C:35]3[N:36]=[CH:37][C:38]4[C:29]([CH3:28])=[CH:30][C:31](=[O:53])[N:32]([C:42]5[CH:43]=[C:44]([NH:48][C:49](=[O:52])[CH:50]=[CH2:51])[CH:45]=[CH:46][CH:47]=5)[C:33]=4[N:34]=3)=[C:3]([O:17][CH3:18])[CH:4]=2)[CH2:9][CH2:10]1)(=[O:16])[CH3:15]. Procedure details: A suspension of 1-(4-(4-amino-3-methoxyphenyl)piperazin-1-yl)ethanone (20b; 351 mg, 1.40 mmol), diisopropylethylamine (0.41 mL, 2.34 mmol) and N-(3-(5-methyl-2-(methylsulfinyl)-7-oxopyrido[2,3-d]pyrimidin-8(7H)-yl)phenyl)acrylamide (5b; 288 mg, 0.78 mmol) in tert-butanol (2 mL) and dioxane (1 mL) in a sealed glass tube was heated in an oil bath at 110° C. for 72 h. It was concentrated under reduced pressure. The brown residue was stirred in 5 mL of ether for 10 min. The liquid was decanted; the ...